This data is from the Open Reaction Database (ORD), a public repository of structured organic reaction records. The task is: describe an organic reaction: reactants, conditions, products, and yield Reported procedure: To a solution of (+/−)-methyl {8-bromo-9-[(4-chlorophenyl)thio]-6-cyano-2,3-dihydro-1H-pyrrolo[1,2-a]indol-1-yl}acetate (example 31, Step 1, 200 mg, 0.42 mmol) in toluene (3 mL) was added azidotributyltin (279 mg, 0.84 mmol). The reaction mixture was stirred at 90° C. for 16 hours, AcOH (1 mL) was added and the reaction was stirred for 2 hours and concentrated. The residue was swished in acetone/hexane 1:2 to give 160 mg of the title compound as a white solid used as such for next reaction. Run at temperature 90 celsius, time 16 hour. Isolated yield 73.4%. Product: BrC=1C=2C(=C3N(C2C=C(C1)C=1N=NNN1)CCC3CC(=O)OC)SC3=CC=C(C=C3)Cl ((+/−)-methyl [8-bromo-9-[(4-chlorophenyl)thio]-6-(2H-tetrazol-5-yl)-2,3-dihydro-1H-pyrrolo[1,2-a]indol-1-yl]acetate). The reactants are BrC=1C=2C(=C3N(C2C=C(C1)C#N)CCC3CC(=O)OC)SC3=CC=C(C=C3)Cl ((+/−)-methyl {8-bromo-9-[(4-chlorophenyl)thio]-6-cyano-2,3-dihydro-1H-pyrrolo[1,2-a]indol-1-yl}acetate), N(=[N+]=[N-])[Sn](CCCC)(CCCC)CCCC (azidotributyltin), CC(=O)O (AcOH). Run in C1(=CC=CC=C1)C (toluene). RXN SMILES: [Br:1][C:2]1[C:3]2[C:4]([S:21][C:22]3[CH:27]=[CH:26][C:25]([Cl:28])=[CH:24][CH:23]=3)=[C:5]3[CH:15]([CH2:16][C:17]([O:19][CH3:20])=[O:18])[CH2:14][CH2:13][N:6]3[C:7]=2[CH:8]=[C:9]([C:11]#[N:12])[CH:10]=1.[N:29]([Sn](CCCC)(CCCC)CCCC)=[N+:30]=[N-:31].CC(O)=O>C1(C)C=CC=CC=1>[Br:1][C:2]1[C:3]2[C:4]([S:21][C:22]3[CH:23]=[CH:24][C:25]([Cl:28])=[CH:26][CH:27]=3)=[C:5]3[CH:15]([CH2:16][C:17]([O:19][CH3:20])=[O:18])[CH2:14][CH2:13][N:6]3[C:7]=2[CH:8]=[C:9]([C:11]2[N:29]=[N:30][NH:31][N:12]=2)[CH:10]=1. Reactants: [BH4-], CO, [Na+], O=C(CN1CCN(C(c2ccccc2)c2ccccc2)CC1)c1ccc(O)cc1. Yields the product Oc1ccc(C(O)CN2CCN(C(c3ccccc3)c3ccccc3)CC2)cc1. RXN SMILES: [BH4-:30].[CH3:32][OH:33].[Na+:31].[c:1]1([CH:7]([N:8]2[CH2:9][CH2:10][N:11]([CH2:14][C:15](=[O:16])[c:17]3[cH:18][cH:19][c:20]([OH:23])[cH:21][cH:22]3)[CH2:12][CH2:13]2)[c:24]2[cH:25][cH:26][cH:27][cH:28][cH:29]2)[cH:2][cH:3][cH:4][cH:5][cH:6]1>>[c:1]1([CH:7]([N:8]2[CH2:9][CH2:10][N:11]([CH2:14][CH:15]([OH:16])[c:17]3[cH:18][cH:19][c:20]([OH:23])[cH:21][cH:22]3)[CH2:12][CH2:13]2)[c:24]2[cH:25][cH:26][cH:27][cH:28][cH:29]2)[cH:2][cH:3][cH:4][cH:5][cH:6]1. The reactants are FC1=C(C=CC(=C1)B1OC(C(O1)(C)C)(C)C)C=1N=CC(=NC1)N (5-(2-fluoro-4-(4,4,5,5-tetramethyl-1,3,2-dioxaborolan-2-yl)phenyl)-pyrazin-2-amine), BrC1=C(C=CC=C1)NS(=O)(=O)CC(C)C (N-(2-bromophenyl)isobutylsulfonamide). Yields the product NC=1N=CC(=NC1)C1=C(C=C(C=C1)C1=C(C=CC=C1)NS(=O)(=O)CC(C)C)F (N-[4′-(5-Aminopyrazin-2-yl)-3′-fluorobiphenyl-2-yl]-2-methylpropane-1-sulfonamide). RXN SMILES: [F:1][C:2]1[CH:7]=[C:6](B2OC(C)(C)C(C)(C)O2)[CH:5]=[CH:4][C:3]=1[C:17]1[N:18]=[CH:19][C:20]([NH2:23])=[N:21][CH:22]=1.Br[C:25]1[CH:30]=[CH:29][CH:28]=[CH:27][C:26]=1[NH:31][S:32]([CH2:35][CH:36]([CH3:38])[CH3:37])(=[O:34])=[O:33]>>[NH2:23][C:20]1[N:21]=[CH:22][C:17]([C:3]2[CH:4]=[CH:5][C:6]([C:25]3[CH:30]=[CH:29][CH:28]=[CH:27][C:26]=3[NH:31][S:32]([CH2:35][CH:36]([CH3:38])[CH3:37])(=[O:34])=[O:33])=[CH:7][C:2]=2[F:1])=[N:18][CH:19]=1. Reported procedure: The title compound was prepared using analogous conditions to those described in Example 34 utilizing 5-(2-fluoro-4-(4,4,5,5-tetramethyl-1,3,2-dioxaborolan-2-yl)phenyl)-pyrazin-2-amine and N-(2-bromophenyl)isobutylsulfonamide. MS (ESI): mass calcd. for C20H21FN4O2S, 400.14; m/z found, 401.2 [M+H]+. 1H NMR (400 MHz, CD3OD) δ 8.38 (s, 1H), 8.14 (s, 1H), 7.96 (m, 1H), 7.49 (d, J=7.0, 1H), 7.45-7.30 (m, 5H), 2.77 (d, J=6.5, 2H), 2.15-2.02 (m, 1H), 0.97 (d, J=6.7, 6H). Starting materials: CC(=O)[O-].[Na+] (NaOAc), BrCC(=O)C1=CC(=CC=C1)[N+](=O)[O-] (2-Bromo-1-(3-nitrophenyl)ethanone), O (Water). The solvent is CC(=O)CC (methylethyl ketone). Conditions: time 48 hour. Yields the product C(C)(=O)OCC(=O)C1=CC(=CC=C1)[N+](=O)[O-] (2-(3-Nitrophenyl)-2-oxoethyl acetate). Yield: 87.5%. RXN SMILES: Br[CH2:2][C:3]([C:5]1[CH:10]=[CH:9][CH:8]=[C:7]([N+:11]([O-:13])=[O:12])[CH:6]=1)=[O:4].[CH3:14][C:15]([O-:17])=[O:16].[Na+].O>CC(CC)=O>[C:15]([O:17][CH2:2][C:3]([C:5]1[CH:10]=[CH:9][CH:8]=[C:7]([N+:11]([O-:13])=[O:12])[CH:6]=1)=[O:4])(=[O:16])[CH3:14] |f:1.2|. Procedure details: 2-Bromo-1-(3-nitrophenyl)ethanone (25 g) was dissolved in methylethyl ketone (150 mL). NaOAc (12.5 g) was added and the mixture stirred for 48 hours. Water (100 mL) was added and the reaction mixture extracted with DCM. The DCM layer was dried over Na2SO4 and concentrated to give the title compound (20 g, 87%). Reaction conditions: time 18 hour. Procedure: To a mixture of 140 grams of 1-Butyl, 2-propyl, 3,5-diethyl 1,2-dihydropyridine and 2-propyl 3,5-diethylpyridine prepared as described in example 1 was added 18 grams of acetic acid, the mixture was stirred for 18 hours at ambient temperature in the presence of air. The resulting reaction product was extracted with water. The water insoluble fraction was identified as 2-propyl 3,5-diethylpyridine. The aqueous extract was evaporated under diminished pressure to yield 71 grams of N-Butyl, 2-propyl... As a reaction SMILES: [CH2:1]([C:3]1[CH2:4][NH:5][CH:6]=[C:7]([CH2:9][CH3:10])[CH:8]=1)[CH3:2].C(C1C(CC)=CC(CC)=CN=1)CC.[C:24]([OH:27])(=[O:26])[CH3:25]>>[C:24]([O-:27])(=[O:26])[CH3:25].[CH2:1]([C:3]1[CH:4]=[NH+:5][CH:6]=[C:7]([CH2:9][CH3:10])[CH:8]=1)[CH3:2] |f:3.4|. The product is C(C)(=O)[O-].C(C)C=1C=[NH+]C=C(C1)CC (3,5-diethylpyridinium acetate). Reactants: C(C)C=1CNC=C(C1)CC (3,5-diethyl 1,2-dihydropyridine), C(CC)C1=NC=C(C=C1CC)CC (2-propyl 3,5-diethylpyridine), C(C)(=O)O (acetic acid). Starting materials: C=CCC(=O)O, C=CC[Si](C(C)C)(C(C)C)C(C)C, ClCCl. Product: CC(C)[Si](CC=CCC(=O)O)(C(C)C)C(C)C. As a reaction SMILES: [C:14]([CH2:15][CH:16]=[CH2:17])(=[O:18])[OH:19].[CH2:1]([CH:2]=[CH2:3])[Si:4]([CH:5]([CH3:6])[CH3:7])([CH:8]([CH3:9])[CH3:10])[CH:11]([CH3:12])[CH3:13].[Cl:20][CH2:21][Cl:22]>>[CH2:1]([CH:2]=[CH:3][CH2:15][C:14](=[O:18])[OH:19])[Si:4]([CH:5]([CH3:6])[CH3:7])([CH:8]([CH3:9])[CH3:10])[CH:11]([CH3:12])[CH3:13]. The reactants are C(C)(C)(C)OC(=O)N1CCNCC1 (piperazine-1-carboxylic acid tert-butyl ester), C(#N)C1=CNC2=CC=C(C=C12)CCNC(C1=CC=C(C=C1)C1=NC(=NC=C1)Cl)=O (N-[2-(3-Cyano-1H-indol-5-yl)-ethyl]-4-[2-chloro-pyrimidin-4-yl]-benzamide). Product: C(C)(C)(C)OC(=O)N1CCN(CC1)C1=NC=CC(=N1)C1=CC=C(C=C1)C(NCCC=1C=C2C(=CNC2=CC1)C#N)=O (4-[4-[4-[2-(3-cyano-1H-indol-5-yl)-ethylcarbamoyl]-phenyl]-pyrimidin-2-yl]-piperazine-1-carboxylic acid tert-butyl ester). Reaction SMILES: [C:1]([O:5][C:6]([N:8]1[CH2:13][CH2:12][NH:11][CH2:10][CH2:9]1)=[O:7])([CH3:4])([CH3:3])[CH3:2].[C:14]([C:16]1[C:24]2[C:19](=[CH:20][CH:21]=[C:22]([CH2:25][CH2:26][NH:27][C:28](=[O:42])[C:29]3[CH:34]=[CH:33][C:32]([C:35]4[CH:40]=[CH:39][N:38]=[C:37](Cl)[N:36]=4)=[CH:31][CH:30]=3)[CH:23]=2)[NH:18][CH:17]=1)#[N:15]>>[C:1]([O:5][C:6]([N:8]1[CH2:13][CH2:12][N:11]([C:37]2[N:36]=[C:35]([C:32]3[CH:33]=[CH:34][C:29]([C:28](=[O:42])[NH:27][CH2:26][CH2:25][C:22]4[CH:23]=[C:24]5[C:19](=[CH:20][CH:21]=4)[NH:18][CH:17]=[C:16]5[C:14]#[N:15])=[CH:30][CH:31]=3)[CH:40]=[CH:39][N:38]=2)[CH2:10][CH2:9]1)=[O:7])([CH3:4])([CH3:2])[CH3:3]. Reported procedure: Using piperazine-1-carboxylic acid tert-butyl ester and N-[2-(3-Cyano-1H-indol-5-yl)-ethyl]-4-[2-chloro-pyrimidin-4-yl]-benzamide (reference example 1az) as substrates. 1H NMR (DMSO) δ 1.44 (s, 9H); 2.98 (t, 2H, J=7 Hz); 3.45 (bs, 4H); 3.56 (m, 2H); 3.83 (bs, 4H); 7.18 (d, 1H, J=8 Hz); 7.31 (d, 1H, J=5 Hz); 7.48 (d, 1H, J=8 Hz); 7.51 (s, 1H); 7.94 (d, 2H, J=8 Hz); 8.22 (m, 3H); 8.49 (d, 1H, J=5 Hz); 8.70 (bt, 1H); 12.12 (bs, 1H). MS (ion spray) m/z 552 (M+H)+.